This data is from the Open Reaction Database (ORD), a public repository of structured organic reaction records. The task is: describe an organic reaction: reactants, conditions, products, and yield The reactants are C(C1=CC=CC=C1)OC=1C(C=C(N(C1)C=1C=C(C=CC1)C1=CC=CC=C1)CO)=O (5-(Benzyloxy)-1-(biphenyl-3-yl)-2-(hydroxymethyl)pyridin-4(1H)-one). The reagents and catalysts are [O-2].[O-2].[Mn+4] (manganese dioxide). Run in C1CCOC1 (THF). Product: C(C1=CC=CC=C1)OC=1C(C=C(N(C1)C=1C=C(C=CC1)C1=CC=CC=C1)C=O)=O (5-(benzyloxy)-1-(biphenyl-3-yl)-4-oxo-1,4-dihydropyridine-2-carbaldehyde). Reaction SMILES: [CH2:1]([O:8][C:9]1[C:10](=[O:29])[CH:11]=[C:12]([CH2:27][OH:28])[N:13]([C:15]2[CH:16]=[C:17]([C:21]3[CH:26]=[CH:25][CH:24]=[CH:23][CH:22]=3)[CH:18]=[CH:19][CH:20]=2)[CH:14]=1)[C:2]1[CH:7]=[CH:6][CH:5]=[CH:4][CH:3]=1>C1COCC1.[O-2].[O-2].[Mn+4]>[CH2:1]([O:8][C:9]1[C:10](=[O:29])[CH:11]=[C:12]([CH:27]=[O:28])[N:13]([C:15]2[CH:16]=[C:17]([C:21]3[CH:22]=[CH:23][CH:24]=[CH:25][CH:26]=3)[CH:18]=[CH:19][CH:20]=2)[CH:14]=1)[C:2]1[CH:7]=[CH:6][CH:5]=[CH:4][CH:3]=1 |f:2.3.4|. Reported procedure: 5-(Benzyloxy)-1-(biphenyl-3-yl)-2-(hydroxymethyl)pyridin-4(1H)-one (112 g, 292 mmol) was dissolved in 2.2 L of anhydrous THF and active manganese dioxide (407 g, 4.68 mol) was added. The reaction mixture was heated under reflux for 3 hours. The insoluble part was filtered off and the filtrate was concentrated to give crude 5-(benzyloxy)-1-(biphenyl-3-yl)-4-oxo-1,4-dihydropyridine-2-carbaldehyde, which was used in next step without further purification. Starting materials: ClCCl, COC(=O)CC1Cc2ccc(OC)cc2NC1=O. Yields the product COC(=O)CC1Cc2ccc(O)cc2NC1=O. As a reaction SMILES: [CH2:19]([Cl:20])[Cl:21].[CH3:1][O:2][C:3]([CH2:4][CH:5]1[C:6](=[O:17])[NH:7][c:8]2[cH:9][c:10]([O:15][CH3:16])[cH:11][cH:12][c:13]2[CH2:14]1)=[O:18]>>[CH3:1][O:2][C:3]([CH2:4][CH:5]1[C:6](=[O:17])[NH:7][c:8]2[cH:9][c:10]([OH:15])[cH:11][cH:12][c:13]2[CH2:14]1)=[O:18]. The reactants are CC(ON1C(C)(C)CC(CCCCNc2nc(Cl)nc(NCCCCC3CC(C)(C)N(OC(C)c4ccccc4)C(C)(C)C3)n2)CC1(C)C)c1ccccc1, NCCO. Product: CC(ON1C(C)(C)CC(CCCCNc2nc(NCCO)nc(NCCCCC3CC(C)(C)N(OC(C)c4ccccc4)C(C)(C)C3)n2)CC1(C)C)c1ccccc1. As a reaction SMILES: [Cl:1][c:2]1[n:3][c:4]([NH:32][CH2:33][CH2:34][CH2:35][CH2:36][CH:37]2[CH2:38][C:39]([CH3:54])([CH3:55])[N:40]([O:45][CH:46]([c:47]3[cH:48][cH:49][cH:50][cH:51][cH:52]3)[CH3:53])[C:41]([CH3:43])([CH3:44])[CH2:42]2)[n:5][c:6]([NH:8][CH2:9][CH2:10][CH2:11][CH2:12][CH:13]2[CH2:14][C:15]([CH3:30])([CH3:31])[N:16]([O:21][CH:22]([c:23]3[cH:24][cH:25][cH:26][cH:27][cH:28]3)[CH3:29])[C:17]([CH3:19])([CH3:20])[CH2:18]2)[n:7]1.[NH2:56][CH2:57][CH2:58][OH:59]>>[c:2]1([NH:56][CH2:57][CH2:58][OH:59])[n:3][c:4]([NH:32][CH2:33][CH2:34][CH2:35][CH2:36][CH:37]2[CH2:38][C:39]([CH3:54])([CH3:55])[N:40]([O:45][CH:46]([c:47]3[cH:48][cH:49][cH:50][cH:51][cH:52]3)[CH3:53])[C:41]([CH3:43])([CH3:44])[CH2:42]2)[n:5][c:6]([NH:8][CH2:9][CH2:10][CH2:11][CH2:12][CH:13]2[CH2:14][C:15]([CH3:30])([CH3:31])[N:16]([O:21][CH:22]([c:23]3[cH:24][cH:25][cH:26][cH:27][cH:28]3)[CH3:29])[C:17]([CH3:19])([CH3:20])[CH2:18]2)[n:7]1. Starting materials: O (water), CSC=1C=C(C(=O)O)C=C(N1)C(F)(F)F (2-methylsulfanyl-6-trifluoromethyl-isonicotinic acid), ice, OOS(=O)[O-].[K+] (Oxone), C(CC(O)(C(=O)O)CC(=O)O)(=O)O (citric acid). Solvent: CO (methanol), CO (methanol), CCOC(=O)C (EtOAc). Run at time 2 hour. The product is CS(=O)(=O)C=1C=C(C(=O)O)C=C(N1)C(F)(F)F (2-Methanesulfonyl-6-trifluoromethyl-isonicotinic acid). RXN SMILES: O[O:2][S:3]([O-:5])=O.[K+].O.CS[C:10]1[CH:11]=[C:12]([CH:16]=[C:17]([C:19]([F:22])([F:21])[F:20])[N:18]=1)[C:13]([OH:15])=[O:14].[C:23](O)(=O)CC(CC(O)=O)(C(O)=O)O>CO.CCOC(C)=O>[CH3:23][S:3]([C:10]1[CH:11]=[C:12]([CH:16]=[C:17]([C:19]([F:22])([F:20])[F:21])[N:18]=1)[C:13]([OH:15])=[O:14])(=[O:5])=[O:2] |f:0.1|. Reported procedure: To an ice-cold suspension of Oxone® (525 mg, 854 μmol, CAS RN 10058-23-8) in methanol (0.6 mL) and water (0.6 mL) was added dropwise a solution of 2-methylsulfanyl-6-trifluoromethyl-isonicotinic acid (0.09 g, 341 μmol) in methanol (1.2 mL) and the reaction mixture was stirred in an ice-bath for 2 hours. After stirring at room temperature for another 4.5 hours the reaction mixture was poured on 10% aqueous citric acid solution and EtOAc and the layers were separated. The aqueous layer was extract... Solvent: CO (methanol), O (water). Isolated yield 51.1%. Yields the product COCCC=1SC(=C(N1)C(=O)O)NC=1C=NC=CC1 (2-(2-methoxy-ethyl)-5-(pyridin-3-ylamino)-thiazole-4-carboxylic acid). Procedure details: A solution of 2-(2-methoxy-ethyl)-5-(pyridin-3-ylamino)-thiazole-4-carboxylic acid ethyl ester (0.17 g, 0.56 mmol) in methanol (1.00 ml) was treated with a 2.55 N solution of KOH in water (0.66 ml). The mixture was stirred at 55° C. for 40 min, then the volatiles were evaporated. The residue was redissolved in water (1.30 ml) and acidified to pH 3 with 1N HCl. Filtration and drying under vacuum afforded 2-(2-methoxy-ethyl)-5-(pyridin-3-ylamino)-thiazole-4-carboxylic acid (0.08 g, 50%), MS (ISP):... Reactants: C(C)OC(=O)C=1N=C(SC1NC=1C=NC=CC1)CCOC (2-(2-methoxy-ethyl)-5-(pyridin-3-ylamino)-thiazole-4-carboxylic acid ethyl ester), solution, [OH-].[K+] (KOH). Run at temperature 55 celsius, time 40 minute. As a reaction SMILES: C([O:3][C:4]([C:6]1[N:7]=[C:8]([CH2:18][CH2:19][O:20][CH3:21])[S:9][C:10]=1[NH:11][C:12]1[CH:13]=[N:14][CH:15]=[CH:16][CH:17]=1)=[O:5])C.[OH-].[K+]>CO.O>[CH3:21][O:20][CH2:19][CH2:18][C:8]1[S:9][C:10]([NH:11][C:12]2[CH:13]=[N:14][CH:15]=[CH:16][CH:17]=2)=[C:6]([C:4]([OH:5])=[O:3])[N:7]=1 |f:1.2|. The reactants are C(C=C)#N (acrylonitrile), C(CCC)O (n-butanol), [OH-].C(C1=CC=CC=C1)[N+](C)(C)C (benzyltrimethylammonium hydroxide), product, C(C=C)#N (acrylonitrile), pure material. The solvent is C(C)(=O)O (acetic acid). Product: C(CCC)OC(C#N)C (Butoxypropionitrile). Isolated yield 74.0%. Reaction SMILES: [CH2:1]([OH:5])[CH2:2][CH2:3][CH3:4].[OH-].[CH2:7]([N+:14](C)(C)C)[C:8]1C=CC=C[CH:9]=1.C(#N)C=C>C(O)(=O)C>[CH2:1]([O:5][CH:8]([CH3:9])[C:7]#[N:14])[CH2:2][CH2:3][CH3:4] |f:1.2|. Procedure details: A mixture of 148 grams (2.0 moles) of n-butanol and 2.0 grams of 40% benzyltrimethylammonium hydroxide (Triton B) is combined in a 1 liter 4-neck round bottom flask stirred at reflux while 106 grams (2.0 moles) of acrylonitrile is added at a rate such that the temperature does not exceed 45° C. The mixture is stirred an hour after all the acrylonitrile has been added, made acidic with acetic acid, and fractionated under vacuum through a Vigreux column. The product boils at 75° C./2 mm (literatur... Starting materials: C(C)OC(=O)C=1SC=2CCOC3=C(C2N1)C=C(C=C3)Br (9-bromo-4,5-dihydro-6-oxa-3-thia-1-aza-benzo[e]azulene-2-carboxylic acid ethyl ester), O.NN (hydrazine monohydrate). Solvent: C(C)O (ethanol). Product: BrC=1C=CC2=C(C=3N=C(SC3CCO2)C(=O)NN)C1 (9-bromo-4,5-dihydro-6-oxa-3-thia-1-aza-benzo[e]azulene-2-carboxylic acid hydrazide). Reaction SMILES: C([O:3][C:4]([C:6]1[S:7][C:8]2[CH2:9][CH2:10][O:11][C:12]3[CH:19]=[CH:18][C:17]([Br:20])=[CH:16][C:13]=3[C:14]=2[N:15]=1)=O)C.O.[NH2:22][NH2:23]>C(O)C>[Br:20][C:17]1[CH:18]=[CH:19][C:12]2[O:11][CH2:10][CH2:9][C:8]3[S:7][C:6]([C:4]([NH:22][NH2:23])=[O:3])=[N:15][C:14]=3[C:13]=2[CH:16]=1 |f:1.2|. Procedure details: Alternatively, to a suspension of 9-bromo-4,5-dihydro-6-oxa-3-thia-1-aza-benzo[e]azulene-2-carboxylic acid ethyl ester (4.55 g) in ethanol (50 mL) was added hydrazine monohydrate (5 mL) and the reaction heated at reflux for 16 h. After cooling to room temperature, the solid was filtered, washed with diethyl ether and air-dried to give 9-bromo-4,5-dihydro-6-oxa-3-thia-1-aza-benzo[e]azulene-2-carboxylic acid hydrazide. The reactants are C=CCN(CC(OCC)OCC)C(=O)CCl, CCO, [Na+], [Na+], O=C([O-])[O-], Cc1ccccc1S(=O)(=O)O. The product is C=CCN(CC1OCCCO1)C(=O)CCl. RXN SMILES: [CH2:1]([CH:2]=[CH2:3])[N:4]([C:5]([CH2:6][Cl:7])=[O:8])[CH2:9][CH:10]([O:11][CH2:12][CH3:13])[O:14][CH2:15][CH3:16].[CH3:34][CH2:35][OH:36].[Na+:28].[Na+:29].[O-:30][C:31](=[O:32])[O-:33].[c:17]1([CH3:18])[c:19]([S:20]([OH:21])(=[O:22])=[O:23])[cH:24][cH:25][cH:26][cH:27]1>>[CH2:1]([CH:2]=[CH2:3])[N:4]([C:5]([CH2:6][Cl:7])=[O:8])[CH2:9][CH:10]1[O:11][CH2:12][CH2:16][CH2:15][O:14]1. The reactants are COCOc1c(NC(C)=O)cc(C(C)=O)cc1C(C)(C)C, C[Si](C)(C)Cl, [I-], [Na+], [Na+], C1CCOC1, O=C([O-])O. Yields the product CC(=O)Nc1cc(C(C)=O)cc(C(C)(C)C)c1O. Reaction SMILES: [C:6]([CH3:7])(=[O:8])[c:9]1[cH:10][c:11]([C:23]([CH3:24])([CH3:25])[CH3:26])[c:12]([O:19][CH2:20][O:21][CH3:22])[c:13]([NH:15][C:16]([CH3:17])=[O:18])[cH:14]1.[Cl:1][Si:2]([CH3:3])([CH3:4])[CH3:5].[I-:28].[Na+:27].[Na+:29].[O:34]1[CH2:35][CH2:36][CH2:37][CH2:38]1.[OH:30][C:31](=[O:32])[O-:33]>>[C:6]([CH3:7])(=[O:8])[c:9]1[cH:10][c:11]([C:23]([CH3:24])([CH3:25])[CH3:26])[c:12]([OH:19])[c:13]([NH:15][C:16]([CH3:17])=[O:18])[cH:14]1.